From a dataset of the Open Reaction Database (ORD), a public repository of structured organic reaction records. describe an organic reaction: reactants, conditions, products, and yield The reactants are CO (methanol), COC(C(=O)C1=CN(C2=CC=CC=C12)C1CCN(CC1)CC1=CC=CC=C1)=O ([1-(1-benzylpiperidin-4-yl)-1H-indol-3-yl]oxoacetic acid methyl ester), N (ammonia), [BH4-].[Na+] (sodium borohydride). Product: C(C1=CC=CC=C1)N1CCC(CC1)N1C=C(C2=CC=CC=C12)C(C(=O)N)O (2-[1-(1-Benzylpiperidin-4-yl)-1H-indol-3-yl]-2-hydroxyacetamide). Isolated yield 103.0%. As a reaction SMILES: C[O:2][C:3](=O)[C:4]([C:6]1[C:14]2[C:9](=[CH:10][CH:11]=[CH:12][CH:13]=2)[N:8]([CH:15]2[CH2:20][CH2:19][N:18]([CH2:21][C:22]3[CH:27]=[CH:26][CH:25]=[CH:24][CH:23]=3)[CH2:17][CH2:16]2)[CH:7]=1)=[O:5].CO.[BH4-].[Na+].[NH3:33]>>[CH2:21]([N:18]1[CH2:17][CH2:16][CH:15]([N:8]2[C:9]3[C:14](=[CH:13][CH:12]=[CH:11][CH:10]=3)[C:6]([CH:4]([OH:5])[C:3]([NH2:33])=[O:2])=[CH:7]2)[CH2:20][CH2:19]1)[C:22]1[CH:27]=[CH:26][CH:25]=[CH:24][CH:23]=1 |f:2.3|. Procedure: Dissolve [1-(1-benzylpiperidin-4-yl)-1H-indol-3-yl]oxoacetic acid methyl ester (1.29 g, 3.43 mmol) in 2 M ammonia: methanol (35 mL) and stir at room temperature under nitrogen for 1.5 hours. Concentrate to a white solid and slurry into absolute ethanol (40 mL). Add sodium borohydride (0.65 g, 5 equiv) and stir 3 hours at room temperature under nitrogen. Concentrate then dilute with ethyl acetate and quench with water. Wash organic layer with brine. Dry over magnesium sulfate, filter and concentr... Solvent: ClCCl (dichloromethane), ClCCl (dichloromethane). Procedure: To a solution of 1-[(E)-3-bromo-1-methyl-1-propenyl]-3-nitrobenzene (Preparation 4, 4 g, 15.6 mmol) in dichloromethane (5 ml) was added rhodium (II) acetate dirner (100 mg, 0.22 nmnol). To the mixture was added dropwise at room temperature over 4.5 h a solution of ethyl diazoacetate (3.1 ml, 2.84 g, 25 mmol) in dichloromethane (15 ml). The mixture was filtered, concentrated in vacuo, and the residue purified by silica column (100 g) chromatography, eluting with 2:1 hexane/dichloromethane then di... Yield: 9.4%. The reagents and catalysts are CC(=O)O.CC(=O)O.CC(=O)O.CC(=O)O.[Rh].[Rh] (rhodium (II) acetate dirner). As a reaction SMILES: [Br:1][CH2:2]/[CH:3]=[C:4](/[C:6]1[CH:11]=[CH:10][CH:9]=[C:8]([N+:12]([O-:14])=[O:13])[CH:7]=1)\[CH3:5].[N+](=[CH:17][C:18]([O:20][CH2:21][CH3:22])=[O:19])=[N-]>ClCCl.CC(O)=O.CC(O)=O.CC(O)=O.CC(O)=O.[Rh].[Rh]>[Br:1][CH2:2][CH:3]1[CH:17]([C:18]([O:20][CH2:21][CH3:22])=[O:19])[C:4]1([CH3:5])[C:6]1[CH:11]=[CH:10][CH:9]=[C:8]([N+:12]([O-:14])=[O:13])[CH:7]=1 |f:3.4.5.6.7.8|. Yields the product BrCC1C(C1C(=O)OCC)(C1=CC(=CC=C1)[N+](=O)[O-])C (Ethyl 3-(bromomethyl)-2-methyl-2-(3-nitrophenyl)cyclopropane carboxylate). Starting materials: BrC/C=C(\C)/C1=CC(=CC=C1)[N+](=O)[O-] (1-[(E)-3-bromo-1-methyl-1-propenyl]-3-nitrobenzene), [N+](=[N-])=CC(=O)OCC (ethyl diazoacetate).